The task is: describe an organic reaction: reactants, conditions, products, and yield. This data is from the Open Reaction Database (ORD), a public repository of structured organic reaction records. Reactants: C([O-])([O-])=O.[K+].[K+] (potassium carbonate), C(C)C1=CC=C(C=C1)C1=C(OC=2N=CN=C(C21)O[C@H]2CNCCC2)C2=C(C=CC=C2)F (5-(4-ethylphenyl)-6-(2-fluorophenyl)-4-[(3R)-piperidin-3-yloxy]furo[2,3-d]pyrimidine), COC(CCCBr)=O (4-brombutyric acid methyl ester). The reagents and catalysts are [I-].C(CCC)[N+](CCCC)(CCCC)CCCC (tetra-n-butylammonium iodide). Run in C1CCOC1 (THF), C(C)#N (acetonitrile). Conditions: temperature 80 celsius, time 13 hour. The product is COC(CCCN1C[C@@H](CCC1)OC=1C2=C(N=CN1)OC(=C2C2=CC=C(C=C2)CC)C2=C(C=CC=C2)F)=O (4-[(3R)-3-{[5-(4-Ethylphenyl)-6-(2-fluorophenyl)furo[2,3-d]pyrimidin-4-yl]oxy}piperidin-1-yl]-butyric acid methyl ester). As a reaction SMILES: C(=O)([O-])[O-].[K+].[K+].[CH2:7]([C:9]1[CH:14]=[CH:13][C:12]([C:15]2[C:23]3[C:22]([O:24][C@@H:25]4[CH2:30][CH2:29][CH2:28][NH:27][CH2:26]4)=[N:21][CH:20]=[N:19][C:18]=3[O:17][C:16]=2[C:31]2[CH:36]=[CH:35][CH:34]=[CH:33][C:32]=2[F:37])=[CH:11][CH:10]=1)[CH3:8].[CH3:38][O:39][C:40](=[O:45])[CH2:41][CH2:42][CH2:43]Br>C1COCC1.C(#N)C.[I-].C([N+](CCCC)(CCCC)CCCC)CCC>[CH3:38][O:39][C:40](=[O:45])[CH2:41][CH2:42][CH2:43][N:27]1[CH2:28][CH2:29][CH2:30][C@@H:25]([O:24][C:22]2[C:23]3[C:15]([C:12]4[CH:13]=[CH:14][C:9]([CH2:7][CH3:8])=[CH:10][CH:11]=4)=[C:16]([C:31]4[CH:36]=[CH:35][CH:34]=[CH:33][C:32]=4[F:37])[O:17][C:18]=3[N:19]=[CH:20][N:21]=2)[CH2:26]1 |f:0.1.2,7.8|. Procedure details: Add 1677 mg (12.1 mmol) of potassium carbonate to a solution of 2250 mg (4.9 mmol) of 5-(4-ethylphenyl)-6-(2-fluorophenyl)-4-[(3R)-piperidin-3-yloxy]furo[2,3-d]pyrimidine in 100 ml of THF and 10 ml of acetonitrile. Then add 0.74 ml (1054 mg, 5.8 mmol) of 4-brombutyric acid methyl ester and 72 mg (0.19 mmol) of tetra-n-butylammonium iodide. Stir the reaction mixture at 80° C. for 13 hours. After cooling to room temperature, filter off the residue, wash with THF, concentrate the filtrate under red... Starting materials: O=C([O-])[O-], C1CCOC1, CCOC(C)=O, CCOC(=O)c1cc(CN2CCN(c3ccnc(Cl)c3)CC2)c2ccccn2c1=O, [Cs+], [Cs+]. The product is C=Cc1cc(N2CCN(Cc3cc(C(=O)OCC)c(=O)n4ccccc34)CC2)ccn1. As a reaction SMILES: [C:31](=[O:32])([O-:33])[O-:34].[CH2:37]1[CH2:38][CH2:41][CH2:40][O:39]1.[CH3:42][CH2:43][O:44][C:45]([CH3:46])=[O:47].[Cl:1][c:2]1[n:3][cH:4][cH:5][c:6]([N:8]2[CH2:9][CH2:10][N:11]([CH2:14][c:15]3[cH:16][c:17]([C:26](=[O:27])[O:28][CH2:29][CH3:30])[c:18](=[O:25])[n:19]4[cH:20][cH:21][cH:22][cH:23][c:24]34)[CH2:12][CH2:13]2)[cH:7]1.[Cs+:35].[Cs+:36]>>[c:2]1([CH:37]=[CH2:38])[n:3][cH:4][cH:5][c:6]([N:8]2[CH2:9][CH2:10][N:11]([CH2:14][c:15]3[cH:16][c:17]([C:26](=[O:27])[O:28][CH2:29][CH3:30])[c:18](=[O:25])[n:19]4[cH:20][cH:21][cH:22][cH:23][c:24]34)[CH2:12][CH2:13]2)[cH:7]1. The reactants are C(=O)N (formamide), PdBr2, C(C1=CC=CC=C1)#N (benzonitrile), C#N (HCN). Product: C(C1=CC=CC=C1)(=O)N (Benzamide). RXN SMILES: [CH:1]([NH2:3])=[O:2].C#N.C(#N)[C:7]1[CH:12]=[CH:11][CH:10]=[CH:9][CH:8]=1>>[C:1]([NH2:3])(=[O:2])[C:7]1[CH:12]=[CH:11][CH:10]=[CH:9][CH:8]=1. Procedure: A solution of formamide (0.5047 g, 11.2 retool), PdBr2 (0.165 g, 0.62 mmol) in 25 mL of benzonitrile was stirred at reflux for 16 hours. At the end of this time, it was found that 0.29 mmol of HCN was produced. Benzamide was also produced. Starting materials: C1(CCCCC1)C1=C(C(C(=O)O)=CC(=C1)C(C1=CC=CC=C1)(C)C)O (3-cyclohexyl-5-(α,α-dimethylbenzyl) salicylic acid), CC(=C)C1=CC=CC=C1.C=CC1=CC=CC=C1 (α-methylstyrene styrene). Reagents/catalysts: C([O-])([O-])=O.[Zn+2] (zinc carbonate). Product: CC(=C)C1=CC=CC=C1 (α-methylstyrene), C=CC1=CC=CC=C1 (styrene). Yield: 40.0%. Reaction SMILES: [CH:1]1([C:7]2[CH:15]=C(C(C)(C)C3C=CC=CC=3)C=C(C(O)=O)[C:8]=2O)[CH2:6][CH2:5][CH2:4][CH2:3][CH2:2]1.[CH3:26][C:27]([C:29]1[CH:34]=[CH:33][CH:32]=[CH:31][CH:30]=1)=C.C=CC1C=CC=CC=1>C(=O)([O-])[O-].[Zn+2]>[CH3:15][C:7]([C:1]1[CH:6]=[CH:5][CH:4]=[CH:3][CH:2]=1)=[CH2:8].[CH2:26]=[CH:27][C:29]1[CH:34]=[CH:33][CH:32]=[CH:31][CH:30]=1 |f:1.2,3.4|. Procedure details: 100 parts of 3-cyclohexyl-5-(α,α-dimethylbenzyl) salicylic acid was mixed by the use of Nauta mixer (manufactured by HOSOKAWA TEKKOSHO, Japan) with 500 parts of zinc carbonate and 100 parts of α-methylstyrene-styrene copolymer which was obtained by the polymerization of 60% α-methylstyrene with 40% styrene and had a molecular weight of about 2,000. The water content of the resultant mixture was 1.2%. 250 parts of water containing 5% ethyl alcohol was added in the mixture and the mixture was heat...